This data is from the Open Reaction Database (ORD), a public repository of structured organic reaction records. The task is: describe an organic reaction: reactants, conditions, products, and yield The reactants are Cc1ccc(F)cc1Br, C1CCOC1, [Li]CCCC, CCCCCC, CON(C)C(=O)C1CCCN(C(=O)OC(C)(C)C)C1. Product: Cc1ccc(F)cc1C(=O)C1CCCN(C(=O)OC(C)(C)C)C1. As a reaction SMILES: [Br:1][c:2]1[c:3]([CH3:9])[cH:4][cH:5][c:6]([F:8])[cH:7]1.[CH2:40]1[O:41][CH2:42][CH2:43][CH2:44]1.[CH3:10][CH2:11][CH2:12][CH2:13][Li:14].[CH3:15][CH2:16][CH2:17][CH2:18][CH2:19][CH3:20].[CH3:21][O:22][N:23]([C:24](=[O:25])[CH:26]1[CH2:27][N:28]([C:32](=[O:33])[O:34][C:35]([CH3:36])([CH3:37])[CH3:38])[CH2:29][CH2:30][CH2:31]1)[CH3:39]>>[c:2]1([C:24](=[O:25])[CH:26]2[CH2:27][N:28]([C:32](=[O:33])[O:34][C:35]([CH3:36])([CH3:37])[CH3:38])[CH2:29][CH2:30][CH2:31]2)[c:3]([CH3:9])[cH:4][cH:5][c:6]([F:8])[cH:7]1. The reactants are CC1=C(N=C(S1)COC1=CC=C(C=C1)/C=C/C=O)C1=CC=CC=C1 ((E)-3-[4-(5-methyl-4-phenyl-2-thiazolylmethoxy)phenyl]-2-propen-1-al), C(#N)CP(OCC)(OCC)=O (diethyl cyanomethylphosphonate). Yields the product CC1=C(N=C(S1)COC1=CC=C(C=C1)/C=C/C=C/C#N)C1=CC=CC=C1 ((E,E)-5-[4-(5-methyl-4-phenyl-2-thiazolylmethoxy)phenyl]-2,4-pentadienenitrile). Reaction SMILES: [CH3:1][C:2]1[S:6][C:5]([CH2:7][O:8][C:9]2[CH:14]=[CH:13][C:12](/[CH:15]=[CH:16]/[CH:17]=O)=[CH:11][CH:10]=2)=[N:4][C:3]=1[C:19]1[CH:24]=[CH:23][CH:22]=[CH:21][CH:20]=1.[C:25]([CH2:27]P(=O)(OCC)OCC)#[N:26]>>[CH3:1][C:2]1[S:6][C:5]([CH2:7][O:8][C:9]2[CH:14]=[CH:13][C:12](/[CH:15]=[CH:16]/[CH:17]=[CH:27]/[C:25]#[N:26])=[CH:11][CH:10]=2)=[N:4][C:3]=1[C:19]1[CH:24]=[CH:23][CH:22]=[CH:21][CH:20]=1. Procedure details: According to the method described for Reference Example 35, (E)-3-[4-(5-methyl-4-phenyl-2-thiazolylmethoxy)phenyl]-2-propen-1-al was allowed to react with diethyl cyanomethylphosphonate to give (E,E)-5-[4-(5-methyl-4-phenyl-2-thiazolylmethoxy)phenyl]-2,4-pentadienenitrile. Recrystallization from ethyl acetate--ether gave colorless prisms, m.p.108°-109° C.